This data is from the Open Reaction Database (ORD), a public repository of structured organic reaction records. The task is: describe an organic reaction: reactants, conditions, products, and yield The reactants are CCO, ClCc1ccc(Cl)c(Cl)c1, [N-]=[N+]=[N-], [Na+]. The product is [N-]=[N+]=NCc1ccc(Cl)c(Cl)c1. Reaction SMILES: [CH3:15][CH2:16][OH:17].[Cl:1][c:2]1[cH:3][c:4]([CH2:5][Cl:6])[cH:7][cH:8][c:9]1[Cl:10].[N-:12]=[N+:13]=[N-:14].[Na+:11]>>[Cl:1][c:2]1[cH:3][c:4]([CH2:5][N:12]=[N+:13]=[N-:14])[cH:7][cH:8][c:9]1[Cl:10]. The reactants are ClC1=C(C=C(C=C1)C1=CC=NN1)[N+](=O)[O-] (5-(4-chloro-3-nitrophenyl)-1H-pyrazole), C(=O)(OC(C)(C)C)NC1CCNCC1 (4-(N-Boc-amino) piperidine), TEA. Yields the product [N+](=O)([O-])C1=C(C=CC(=C1)C1=CC=NN1)N1CCC(CC1)NC(OC(C)(C)C)=O (tert-butyl 1-(2-nitro-4-(1H-pyrazol-5-yl)phenyl)piperidin-4-ylcarbamate). RXN SMILES: Cl[C:2]1[CH:7]=[CH:6][C:5]([C:8]2[NH:12][N:11]=[CH:10][CH:9]=2)=[CH:4][C:3]=1[N+:13]([O-:15])=[O:14].[C:16]([NH:23][CH:24]1[CH2:29][CH2:28][NH:27][CH2:26][CH2:25]1)([O:18][C:19]([CH3:22])([CH3:21])[CH3:20])=[O:17]>>[N+:13]([C:3]1[CH:4]=[C:5]([C:8]2[NH:12][N:11]=[CH:10][CH:9]=2)[CH:6]=[CH:7][C:2]=1[N:27]1[CH2:26][CH2:25][CH:24]([NH:23][C:16](=[O:17])[O:18][C:19]([CH3:21])([CH3:20])[CH3:22])[CH2:29][CH2:28]1)([O-:15])=[O:14]. Procedure details: Method 1 was followed using 5-(4-chloro-3-nitrophenyl)-1H-pyrazole (1.0 eq), 4-(N-Boc-amino) piperidine (1.1 eq), and TEA (2.0 eq) at 55° C. for 24 hours yielding tert-butyl 1-(2-nitro-4-(1H-pyrazol-5-yl)phenyl)piperidin-4-ylcarbamate. LCMS (m/z): 388.1 (MH+); LC Rt=2.84 min. Reactants: O1C(=CC=C1)C=1OC(=C(N1)COC1=C(C=C(COC2=NN(C=C2/C=C/C=2SC=C(N2)C(=O)OCC)C2=CC=CC=C2)C=C1)OC)C (ethyl 2-((E)-2-{3-[(4-{[2-(2-furyl)-5-methyl-1,3-oxazol-4-yl]methoxy}-3-methoxybenzyl)oxy]-1-phenyl-1H-pyrazol-4-yl}ethenyl)-1,3-thiazole-4-carboxylate), O1CCCC1 (tetrahydrofuran), [OH-].[Na+] (sodium hydroxide), Cl (hydrochloric acid). The solvent is C(C)O (ethanol), O (water). Product: O1C(=CC=C1)C=1OC(=C(N1)COC1=C(C=C(COC2=NN(C=C2/C=C/C=2SC=C(N2)C(=O)O)C2=CC=CC=C2)C=C1)OC)C (2-((E)-2-{3-[(4-{[2-(2-furyl)-5-methyl-1,3-oxazol-4-yl]methoxy}-3-methoxybenzyl)oxy]-1-phenyl-1H-pyrazol-4-yl}ethenyl)-1,3-thiazole-4-carboxylic acid). Reaction SMILES: [O:1]1[CH:5]=[CH:4][CH:3]=[C:2]1[C:6]1[O:7][C:8]([CH3:46])=[C:9]([CH2:11][O:12][C:13]2[CH:43]=[CH:42][C:16]([CH2:17][O:18][C:19]3[C:23](/[CH:24]=[CH:25]/[C:26]4[S:27][CH:28]=[C:29]([C:31]([O:33]CC)=[O:32])[N:30]=4)=[CH:22][N:21]([C:36]4[CH:41]=[CH:40][CH:39]=[CH:38][CH:37]=4)[N:20]=3)=[CH:15][C:14]=2[O:44][CH3:45])[N:10]=1.O1CCCC1.[OH-].[Na+].Cl>O.C(O)C>[O:1]1[CH:5]=[CH:4][CH:3]=[C:2]1[C:6]1[O:7][C:8]([CH3:46])=[C:9]([CH2:11][O:12][C:13]2[CH:43]=[CH:42][C:16]([CH2:17][O:18][C:19]3[C:23](/[CH:24]=[CH:25]/[C:26]4[S:27][CH:28]=[C:29]([C:31]([OH:33])=[O:32])[N:30]=4)=[CH:22][N:21]([C:36]4[CH:37]=[CH:38][CH:39]=[CH:40][CH:41]=4)[N:20]=3)=[CH:15][C:14]=2[O:44][CH3:45])[N:10]=1 |f:2.3|. Isolated yield 64.4%. Procedure: To a mixture of ethyl 2-((E)-2-{3-[(4-{[2-(2-furyl)-5-methyl-1,3-oxazol-4-yl]methoxy}-3-methoxybenzyl)oxy]-1-phenyl-1H-pyrazol-4-yl}ethenyl)-1,3-thiazole-4-carboxylate (0.13 g), tetrahydrofuran (1 mL) and ethanol (1 mL) was added 1N aqueous sodium hydroxide solution (1 mL), and the mixture was heated under reflux for 1 hr. To the reaction mixture were added 1N hydrochloric acid (1 mL) and water, and the precipitated crystals were collected by filtration to give 2-((E)-2-{3-[(4-{[2-(2-furyl)-5-me... Starting materials: CC=1C=C(C(CC(=O)O)=CC1)C(=O)O (4-methylhomophthalic acid). Run in C(C)(=O)Cl (acetyl chloride). The product is CC=1C=C2C(CC(=O)OC2=O)=CC1 (4-methylhomophthalic anhydride). Yield: 95.3%. RXN SMILES: [CH3:1][C:2]1[CH:3]=[C:4]([C:12]([OH:14])=[O:13])[C:5](=[CH:10][CH:11]=1)[CH2:6][C:7]([OH:9])=O>C(Cl)(=O)C>[CH3:1][C:2]1[CH:3]=[C:4]2[C:12](=[O:13])[O:14][C:7](=[O:9])[CH2:6][C:5]2=[CH:10][CH:11]=1. Procedure: To 100ml of acetyl chloride, 5.4 g of 4-methylhomophthalic acid was added and the resulting mixture was heated to reflux for 4 hours. The solvent was evaporated under reduced pressure and the generated crystals were washed with ether to obtain 4.67 g of 4-methylhomophthalic anhydride. Conditions: time 30 minute. As a reaction SMILES: O.[CH3:2][N:3]1[C:17]2[C:12](=[CH:13][CH:14]=[CH:15][CH:16]=2)[C:5]([CH2:6][C@@H:7]([C:9]([OH:11])=[O:10])[NH2:8])=[CH:4]1.C(=O)([O-])O.[Na+].[C:23]([C:25]1[CH:30]=[CH:29][CH:28]=[CH:27][C:26]=1[CH:31]=[CH:32][C:33](ON1C(=O)CCC1=O)=[O:34])#[N:24]>O1CCOCC1>[C:23]([C:25]1[CH:30]=[CH:29][CH:28]=[CH:27][C:26]=1[CH:31]=[CH:32][C:33]([NH:8][C@H:7]([C:9]([OH:11])=[O:10])[CH2:6][C:5]1[C:12]2[C:17](=[CH:16][CH:15]=[CH:14][CH:13]=2)[N:3]([CH3:2])[CH:4]=1)=[O:34])#[N:24] |f:2.3|. The solvent is O1CCOCC1 (Dioxane), O1CCOCC1 (dioxane). Isolated yield 27.9%. Procedure details: To water (60 mL)-dioxane (60 mL) suspension of 1-methyl-L-tryptophan (2.1 g) was added sodium hydrogencarbonate (0.8 g) at 0° C., and the mixture was stirred for 30 minutes at room temperature. Dioxane (80 mL) solution of 2,5-dioxopyrrolidin-1-yl 3-(2-cyanophenyl)acrylate (2.5 g, 9.2 mmol) was added dropwise to the reaction mixture at 0° C., and the mixture was stirred for 15 hours at room temperature. The reaction mixture was concentrated to a ⅓ volume under a reduced pressure, water was added ... Product: C(#N)C1=C(C=CC=C1)C=CC(=O)N[C@@H](CC1=CN(C2=CC=CC=C12)C)C(=O)O (Nα-[3-(2-Cyanophenyl)acryloyl]-1-Methyl-L-Tryptophan). The reactants are C(#N)C1=C(C=CC=C1)C=CC(=O)ON1C(CCC1=O)=O (2,5-dioxopyrrolidin-1-yl 3-(2-cyanophenyl)acrylate), O (water), CN1C=C(C[C@H](N)C(=O)O)C2=CC=CC=C12 (1-methyl-L-tryptophan), C(O)([O-])=O.[Na+] (sodium hydrogencarbonate). The reactants are C(C)(C)(C)OC(=O)C1(COC(OC1)=O)C=C (2-oxo-5-vinyl-[1,3]dioxane-5-carboxylic acid tert-butyl ester), FC(C(=O)O)(F)F (Trifluoroacetic acid). Run in ClCCl (dichloromethane). Reaction conditions: temperature 0 celsius, time 30 minute. Product: O=C1OCC(CO1)(C(=O)O)C=C (2-Oxo-5-vinyl-[1,3]dioxane-5-carboxylic acid). Yield: 89.1%. RXN SMILES: C([O:5][C:6]([C:8]1([CH:15]=[CH2:16])[CH2:13][O:12][C:11](=[O:14])[O:10][CH2:9]1)=[O:7])(C)(C)C.FC(F)(F)C(O)=O>ClCCl>[O:14]=[C:11]1[O:10][CH2:9][C:8]([CH:15]=[CH2:16])([C:6]([OH:7])=[O:5])[CH2:13][O:12]1. Procedure: A solution of 2-oxo-5-vinyl-[1,3]dioxane-5-carboxylic acid tert-butyl ester (200 mg, 0.88 mmol) in dichloromethane (4 mL) was stirred at 0° C. Trifluoroacetic acid (2 mL) was added and the reaction mixture was stirred at 0° C. for 30 min and then at room temperature for 3 h. The solvent was evaporated and the residue was triturated with diethyl ether/iso-hexanes (1:1) to afford the title compound (135 mg, 90%) as a white solid. 1H NMR (300 MHz, d6-DMSO) 64.51 (d, J=10.5 Hz, 2H), 4.67 (d, J=10.5 ...